From a dataset of the Open Reaction Database (ORD), a public repository of structured organic reaction records. describe an organic reaction: reactants, conditions, products, and yield Starting materials: C(C)(C)[Si](C(C)C)(C(C)C)Cl (triisopropylsilyl chloride), C(CCC)[Li] (butyllithium), CCCCCC (hexane), FC1=CC=C2C=CNC2=C1 (6-fluoroindole). Solvent: C1CCOC1 (THF). Reaction conditions: time 1 hour. The product is FC1=CC=C2C=CN(C2=C1)[Si](C(C)C)(C(C)C)C(C)C (6-fluoro-1-(triisopropylsilyl)-1H-indole). Yield: 90.8%. Reaction SMILES: C([Li])CCC.CCCCCC.[F:12][C:13]1[CH:21]=[C:20]2[C:16]([CH:17]=[CH:18][NH:19]2)=[CH:15][CH:14]=1.[CH:22]([Si:25](Cl)([CH:29]([CH3:31])[CH3:30])[CH:26]([CH3:28])[CH3:27])([CH3:24])[CH3:23]>C1COCC1>[F:12][C:13]1[CH:21]=[C:20]2[C:16]([CH:17]=[CH:18][N:19]2[Si:25]([CH:29]([CH3:31])[CH3:30])([CH:26]([CH3:28])[CH3:27])[CH:22]([CH3:24])[CH3:23])=[CH:15][CH:14]=1. Procedure: Prepared according to: Schlosser, M.; Ginanneschi, A.; Leroux, F. Eur. J. Org. Chem. 2006, 2956-2969. In a 500 mL round bottomed flask, THF (75 mL) was cooled to −78° C. and treated with a butyllithium solution, 1.6 M in hexane (23.12 mL, 37.0 mmol), 6-fluoroindole (5.00 g, 37.0 mmol) and triisopropylsilyl chloride (7.92 mL, 37.0 mmol). The solution was then removed from the cooling bath and warmed to RT and stirred for 1 h. The reaction mixture was concentrated on the rotovap and the crude resi... Reactants: OC1=CC=NN1C1=NC=CC(=C1)C#N (2-(5-hydroxy-1H-pyrazol-1-yl)pyridine-4-carbonitrile), ClC=1C=C(C=CC1F)CO ((3-chloro-4-fluorophenyl)methanol). Yields the product ClC=1C=C(COC2=CC=NN2C2=NC=CC(=C2)C#N)C=CC1F (2-{5-[(3-chloro-4-fluorobenzyl)oxy]-1H-pyrazol-1-yl}pyridine-4-carbonitrile). RXN SMILES: [OH:1][C:2]1[N:6]([C:7]2[CH:12]=[C:11]([C:13]#[N:14])[CH:10]=[CH:9][N:8]=2)[N:5]=[CH:4][CH:3]=1.[Cl:15][C:16]1[CH:17]=[C:18]([CH2:23]O)[CH:19]=[CH:20][C:21]=1[F:22]>>[Cl:15][C:16]1[CH:17]=[C:18]([CH:19]=[CH:20][C:21]=1[F:22])[CH2:23][O:1][C:2]1[N:6]([C:7]2[CH:12]=[C:11]([C:13]#[N:14])[CH:10]=[CH:9][N:8]=2)[N:5]=[CH:4][CH:3]=1. Reported procedure: The title compound was prepared from 2-(5-hydroxy-1H-pyrazol-1-yl)pyridine-4-carbonitrile and (3-chloro-4-fluorophenyl)methanol according to the procedure for the preparation of Example 39, part C. [M+H] Calc'd for C16H10ClFN4O, 329. Found, 329.